From a dataset of the Open Reaction Database (ORD), a public repository of structured organic reaction records. describe an organic reaction: reactants, conditions, products, and yield Starting materials: CO, [NH4+], [OH-], CCOC(=O)c1cncnc1. Product: NC(=O)c1cncnc1. Reaction SMILES: [CH3:14][OH:15].[NH4+:12].[OH-:13].[n:1]1[cH:2][n:3][cH:4][c:5]([C:7]([O:9][CH2:8][CH3:10])=[O:11])[cH:6]1>>[n:1]1[cH:2][n:3][cH:4][c:5]([C:7](=[O:9])[NH2:12])[cH:6]1. Reactants: Cl (hydrochloric acid), COC1=C(C(=CC(=C1)[N+](=O)[O-])OC)[O-].[K+] (potassium 2,6-dimethoxy-4-nitrophenolate), BrCCO (2-bromoethanol), CN(C)P(N(C)C)N(C)C (hexamethylphosphorus triamide). Reaction SMILES: [CH3:1][O:2][C:3]1[CH:8]=[C:7]([N+:9]([O-:11])=[O:10])[CH:6]=[C:5]([O:12][CH3:13])[C:4]=1[O-:14].[K+].Br[CH2:17][CH2:18][OH:19].CN(P(N(C)C)N(C)C)C.Cl>CN(C=O)C>[CH3:1][O:2][C:3]1[CH:8]=[C:7]([N+:9]([O-:11])=[O:10])[CH:6]=[C:5]([O:12][CH3:13])[C:4]=1[O:14][CH2:17][CH2:18][OH:19] |f:0.1|. Yields the product COC=1C=C(C=C(C1OCCO)OC)[N+](=O)[O-] (3,5-dimethoxy-4-(2-hydroxyethoxy)nitrobenzene), solid. Reported procedure: A slurry of potassium 2,6-dimethoxy-4-nitrophenolate [Collins, R. P. and Davis, M. J. Chem. Soc. (1961), 1986] (38 g, 160 mmol) in DMF (600 ml) was treated with 2-bromoethanol (25 ml, 353 mmol) and hexamethylphosphorus triamide (31 ml, 176 mmol) and the reaction heated at 115° for 6 h. After cooling, the reaction was poured onto 1M hydrochloric acid (1.5 l) and extracted with ethyl acetate (5×500 ml). The organics were washed with 1M sodium hydroxide (4×700 ml), brine (200 ml) and drfied (MgSO4)... Run in CN(C)C=O (DMF). Reactants: Cn1ccc2ccc([N+](=O)[O-])cc21, CCOCC, O=C(Cl)C(=O)Cl. Product: Cn1cc(C(=O)C(=O)Cl)c2ccc([N+](=O)[O-])cc21. RXN SMILES: [CH3:1][n:2]1[cH:3][cH:4][c:5]2[cH:6][cH:7][c:8]([N+:11](=[O:12])[O-:13])[cH:9][c:10]12.[CH3:20][CH2:21][O:22][CH2:23][CH3:24].[Cl:14][C:15](=[O:16])[C:17](=[O:18])[Cl:19]>>[CH3:1][n:2]1[cH:3][c:4]([C:17]([C:15]([Cl:14])=[O:16])=[O:18])[c:5]2[cH:6][cH:7][c:8]([N+:11](=[O:12])[O-:13])[cH:9][c:10]12. Reactants: N1C(CSCC1)=O (thiomorpholin-3-one), FC(C1=CC=C(C=C1)I)(F)F (4-trifluoromethyl-1-iodobenzene). The reagents and catalysts are [Cu] (copper). Run at temperature 192.5 celsius. Yields the product FC(C1=CC=C(C=C1)N1C(CSCC1)=O)(F)F (4-(4-Trifluoromethylphenyl)-thiomorpholin-3-one). Yield: 23.3%. RXN SMILES: [NH:1]1[CH2:6][CH2:5][S:4][CH2:3][C:2]1=[O:7].[F:8][C:9]([F:18])([F:17])[C:10]1[CH:15]=[CH:14][C:13](I)=[CH:12][CH:11]=1>[Cu]>[F:8][C:9]([F:18])([F:17])[C:10]1[CH:15]=[CH:14][C:13]([N:1]2[CH2:6][CH2:5][S:4][CH2:3][C:2]2=[O:7])=[CH:12][CH:11]=1. Procedure details: A mixture of thiomorpholin-3-one (500 mg, 4.27 mmol), 4-trifluoromethyl-1-iodobenzene (1.25 mL, 8.5 mmol) and copper metal (814 mg, 12.8 mmol) was heated in a sealed glass tube at 185-200° C. for 18 hours. The residue was then purified by flash chromatography to give 260 mg of the title product as a white solid.